Task: describe an organic reaction: reactants, conditions, products, and yield. Dataset: the Open Reaction Database (ORD), a public repository of structured organic reaction records Reactants: NC1=C2C(=NC=N1)N(N=C2C2=CC(=C(C=C2)NC(CC(C)(C2=CC=CC=C2)C)=O)OC)[C@@H]2CC[C@H](CC2)N2CCN(CC2)C (trans-N1-(4-{4-amino-1-[4-(4-methylpiperazino)cyclohexyl]-1H-pyrazolo[3,4-d]pyrimidin-3-yl}-2-methoxyphenyl)-3-methyl-3-phenylbutanamide), C(\C=C/C(=O)O)(=O)O (maleic acid). Reagents/catalysts: C(C)O (ethanol). Run in C(C)(=O)OCC (ethyl acetate), C(C)(=O)OCC (ethyl acetate). Product: C(\C=C/C(=O)O)(=O)O.C(\C=C/C(=O)O)(=O)O.C(\C=C/C(=O)O)(=O)O.NC1=C2C(=NC=N1)N(N=C2C2=CC(=C(C=C2)NC(CC(C)(C2=CC=CC=C2)C)=O)OC)[C@@H]2CC[C@H](CC2)N2CCN(CC2)C (trans-N1-(4-{4-amino-1-[4-(4-methylpiperazino)cyclohexyl]-1H-pyrazolo[3,4-d]pyrimidin-3-yl}-2-methoxyphenyl)-3-methyl-3-phenylbutanamide tris-maleate). The yield is 85.0%. Reaction SMILES: [NH2:1][C:2]1[N:7]=[CH:6][N:5]=[C:4]2[N:8]([C@H:32]3[CH2:37][CH2:36][C@H:35]([N:38]4[CH2:43][CH2:42][N:41]([CH3:44])[CH2:40][CH2:39]4)[CH2:34][CH2:33]3)[N:9]=[C:10]([C:11]3[CH:16]=[CH:15][C:14]([NH:17][C:18](=[O:29])[CH2:19][C:20]([CH3:28])([C:22]4[CH:27]=[CH:26][CH:25]=[CH:24][CH:23]=4)[CH3:21])=[C:13]([O:30][CH3:31])[CH:12]=3)[C:3]=12.[C:45]([OH:52])(=[O:51])/[CH:46]=[CH:47]\[C:48]([OH:50])=[O:49]>C(OCC)(=O)C.C(O)C>[C:45]([OH:52])(=[O:51])/[CH:46]=[CH:47]\[C:48]([OH:50])=[O:49].[C:45]([OH:52])(=[O:51])/[CH:46]=[CH:47]\[C:48]([OH:50])=[O:49].[C:45]([OH:52])(=[O:51])/[CH:46]=[CH:47]\[C:48]([OH:50])=[O:49].[NH2:1][C:2]1[N:7]=[CH:6][N:5]=[C:4]2[N:8]([C@H:32]3[CH2:37][CH2:36][C@H:35]([N:38]4[CH2:43][CH2:42][N:41]([CH3:44])[CH2:40][CH2:39]4)[CH2:34][CH2:33]3)[N:9]=[C:10]([C:11]3[CH:16]=[CH:15][C:14]([NH:17][C:18](=[O:29])[CH2:19][C:20]([CH3:28])([C:22]4[CH:23]=[CH:24][CH:25]=[CH:26][CH:27]=4)[CH3:21])=[C:13]([O:30][CH3:31])[CH:12]=3)[C:3]=12 |f:4.5.6.7|. Reported procedure: A solution of trans-3-(4-amino-3-methoxyphenyl)-1-[4-(4-methylpiperazino)cyclohexyl]-7H-pyrazolo[3,4-d]pyrimidin-4-amine (0.200 g, 0.458 mmol) in pyridine (4 mL) at −5° C. was treated with a solution of 3-methyl-3-phenylbutanoyl chloride (0.101 g, 0.514 mmol) in dichloromethane (1 mL) drop-wise. The reaction mixture was stirred for 20 min at −5° C., then the dry ice/acetone bath was removed and the reaction mixture stirred at room temperature for 4 h. 1 N sodium hydroxide solution (5 mL) was add... Starting materials: O1C=C(C(=O)C2=CC=CC=C12)C1=CC=CC=C1 (Isoflavone). Reagents/catalysts: [Pd] (palladium). Run in petroleum ether, C(C)(=O)O (acetic acid). The product is O1CC(C(C2=CC=CC=C12)=O)C1=CC=CC=C1 (isoflavanone). As a reaction SMILES: [O:1]1[C:11]2[C:6](=[CH:7][CH:8]=[CH:9][CH:10]=2)[C:4](=[O:5])[C:3]([C:12]2[CH:17]=[CH:16][CH:15]=[CH:14][CH:13]=2)=[CH:2]1>C(O)(=O)C.[Pd]>[O:1]1[C:11]2[C:6](=[CH:7][CH:8]=[CH:9][CH:10]=2)[C:4](=[O:5])[CH:3]([C:12]2[CH:13]=[CH:14][CH:15]=[CH:16][CH:17]=2)[CH2:2]1. Procedure: Isoflavone (3.00 g) was dissolved in acetic acid (100 ml), and the solution hydrogenated at 50°-60° and 10.4-13.8 atm using 10% w/v palladium or carbon catalyst. The solution was filtered and evaporated, and the residue chromatographed on alumina, eluting with toluene. The product thus obtained gave, on recrystallisation from petroleum ether, (60°-80°) isoflavanone, 0.90 g., m.pt 73°-76°.